From a dataset of the Open Reaction Database (ORD), a public repository of structured organic reaction records. describe an organic reaction: reactants, conditions, products, and yield The yield is 78.4%. Yields the product C(C)(C)(C)OC(NCCC1=CC(=C(C=C1)OC1=NC=C(C=C1)C(F)(F)F)Br)=O ({2-[3-bromo-4-(5-trifluoromethyl-pyridin-2-yloxy)-phenyl]-ethyl}-carbamic acid tert-butyl ester). Reaction SMILES: [C:1]([O:5][C:6](=[O:18])[NH:7][CH2:8][CH2:9][C:10]1[CH:15]=[CH:14][C:13]([OH:16])=[C:12]([Br:17])[CH:11]=1)([CH3:4])([CH3:3])[CH3:2].Br[C:20]1[CH:25]=[CH:24][C:23]([C:26]([F:29])([F:28])[F:27])=[CH:22][N:21]=1.C(=O)([O-])[O-].[K+].[K+]>CS(C)=O.O.CCOC(C)=O>[C:1]([O:5][C:6](=[O:18])[NH:7][CH2:8][CH2:9][C:10]1[CH:15]=[CH:14][C:13]([O:16][C:20]2[CH:25]=[CH:24][C:23]([C:26]([F:29])([F:28])[F:27])=[CH:22][N:21]=2)=[C:12]([Br:17])[CH:11]=1)([CH3:4])([CH3:2])[CH3:3] |f:2.3.4|. The solvent is CS(=O)C (dimethylsulfoxide), O (water), CCOC(=O)C (EtOAc). Procedure: [2-(3-bromo-4-hydroxy-phenyl)-ethyl]-carbamic acid tert-butyl ester (2.212 mmol, 1 eq), 2-bromo-5-(trifluoromethyl)-pyridine (2.212 mmol, 1 eq) and potassium carbonate (5.531 mmol, 1.5 eq) were suspended in dimethylsulfoxide (25 ml). The reaction mixture was stirred at 60° C. overnight. Reaction mixture was diluted with water (150 ml) and extraction with EtOAc followed (7×15 ml). Organic layers were combined, washed with brine, dried over MgSO4, filtered and evaporated giving {2-[3-bromo-4-(5-tr... Conditions: temperature 60 celsius, time 8 hour. The reactants are C(C)(C)(C)OC(NCCC1=CC(=C(C=C1)O)Br)=O ([2-(3-bromo-4-hydroxy-phenyl)-ethyl]-carbamic acid tert-butyl ester), BrC1=NC=C(C=C1)C(F)(F)F (2-bromo-5-(trifluoromethyl)-pyridine), C([O-])([O-])=O.[K+].[K+] (potassium carbonate). The reactants are COC(C1=C(C(=CC=C1)O)O)=O (dihydroxy benzoic acid methyl ester), C(C1=CC=CC=C1)Cl (benzyl chloride). Product: COC(C1=C(C(=CC=C1)OCC1=CC=CC=C1)OCC1=CC=CC=C1)=O (Bis-benzyloxy benzoic acid methyl ester). RXN SMILES: [CH3:1][O:2][C:3](=[O:12])[C:4]1[CH:9]=[CH:8][CH:7]=[C:6]([OH:10])[C:5]=1[OH:11].[CH2:13](Cl)[C:14]1[CH:19]=[CH:18][CH:17]=[CH:16][CH:15]=1>>[CH3:1][O:2][C:3](=[O:12])[C:4]1[CH:9]=[CH:8][CH:7]=[C:6]([O:10][CH2:13][C:14]2[CH:19]=[CH:18][CH:17]=[CH:16][CH:15]=2)[C:5]=1[O:11][CH2:3][C:4]1[CH:9]=[CH:8][CH:7]=[CH:6][CH:5]=1. Reported procedure: In one embodiment, the compounds can be prepared as shown in Scheme II. A dihydroxy benzoic acid methyl ester is reacted with benzyl chloride, to produce a Bis-benzyloxy benzoic acid methyl ester (1). The Bis-benzyloxy benzoic acid methyl ester can then be heated with LiOH to give a Bis-benzyloxy benzoic acid (2). The Bis-benzyloxy benzoic acid (2) is then reacted with an aminophenyl to produce a phenyl-benzamide (3). The phenyl-benzamide (3) is then reacted with hydrazine to give a triazol (4).... The reactants are C(C)(C)(C)OC(=O)NCCS (2-(tert-butoxycarbonylamino)-ethylmercaptan), C(=O)N1CCC(CC1)CBr (N-formyl-4-bromomethylpiperidine). Solvent: CO (methanol), [OH-].[K+] (potassium hydroxide), CO (methanol). Run at time 20 hour. Yields the product C(=O)N1CCC(CC1)CSCCNC(=O)OC(C)(C)C (N-Formyl-4-(2'-(tert-butoxycarbonylamino)-ethylthiomethyl)-piperidine). RXN SMILES: [C:1]([O:5][C:6]([NH:8][CH2:9][CH2:10][SH:11])=[O:7])([CH3:4])([CH3:3])[CH3:2].[CH:12]([N:14]1[CH2:19][CH2:18][CH:17]([CH2:20]Br)[CH2:16][CH2:15]1)=[O:13]>CO.[OH-].[K+]>[CH:12]([N:14]1[CH2:19][CH2:18][CH:17]([CH2:20][S:11][CH2:10][CH2:9][NH:8][C:6]([O:5][C:1]([CH3:4])([CH3:3])[CH3:2])=[O:7])[CH2:16][CH2:15]1)=[O:13] |f:3.4|. Reported procedure: To a solution of (A) (5.3 g, 0.03 mole) in methanol (10 ml), 5 N potassium hydroxide in methanol (5 ml) was added, followed by N-formyl-4-bromomethylpiperidine (5.2 g, 0.025 mole). The mixture was left at room temperature for 20 hours. After removal of the solvent in vacuo, the residue was diluted with ether (50 ml) and filtered. The filtrate was washed with two 5 ml portions of 2 N sodium hydroxide, followed by water and dried. The solvent was stripped in vacuo, and the residue was chromatograp... The reactants are CCNCC, COP(=O)(CP(=O)(OC)OC)OC, CO. Product: C=C(P(=O)(OC)OC)P(=O)(OC)OC. RXN SMILES: [CH2:14]([NH:15][CH2:16][CH3:17])[CH3:18].[CH2:1]([P:2]([O:3][CH3:4])([O:5][CH3:6])=[O:7])[P:8]([O:9][CH3:10])([O:11][CH3:12])=[O:13].[CH3:19][OH:20]>>[C:1]([P:2]([O:3][CH3:4])([O:5][CH3:6])=[O:7])([P:8]([O:9][CH3:10])([O:11][CH3:12])=[O:13])=[CH2:14]. Reactants: N(=C=S)CC1=COC=C1 (3-(Isothiocyanatomethyl)furan), C1(\C=C/C(=O)O1)=O (maleic anhydride), CCOCC (ether). Run at time 16 hour. The product is N(=C=S)C=1C=C2C(C(=O)OC2=O)=CC1 (4-isothiocyanatophthalic anhydride). As a reaction SMILES: [N:1]([CH2:4][C:5]1[CH:9]=COC=1)=[C:2]=[S:3].[C:10]1(=[O:16])[O:15][C:13](=[O:14])[CH:12]=[CH:11]1.[CH3:17]COCC>>[N:1]([C:4]1[CH:17]=[C:12]2[C:13](=[O:14])[O:15][C:10](=[O:16])[C:11]2=[CH:9][CH:5]=1)=[C:2]=[S:3]. Procedure details: 3-(Isothiocyanatomethyl)furan (0.659 g, 4.734 mmol) and maleic anhydride (0.475 g, 4.844 mmol) were dissolved in ether (17 mL) and stirred at room temperature for 16 hours under a positive pressure. The reaction mixture evaporated to dryness overnight leaving a light colored solid. The solid was triturated with ether (3.0 mL), collected by filtration, washed with ether (8×1.0 mL), and dried to afford the title 4-isothiocyanatophthalic anhydride as off-white crystals in a yield of 0.842 g, (75 pe... The reactants are C(C1=CC=CC=C1)NC(=O)C1=C(N=C(S1)N1N=NC(=C1)C(=O)O)C (1-(5-(benzylcarbamoyl)-4-methylthiazol-2-yl)-1H-1,2,3-triazole-4-carboxylic acid), ON1N=NC2=C1C=CC=C2 (1-hydroxybenzotriazole), CN(CCCN=C=NCC)C (N-(3-dimethylaminopropyl)-N′-ethylcarbodiimide), C(C)(C)N(C(C)C)CC (N,N-diisopropylethylamine), C(C1=CC=CC=C1)N (benzylamine). Solvent: ClCCl (dichloromethane), CN(C=O)C (N,N-dimethylformamide). Reaction conditions: time 18 hour. Yields the product C(C1=CC=CC=C1)NC(=O)C1=C(N=C(S1)N1N=NC(=C1)C(NCC1=CC=CC=C1)=O)C (N-benzyl-2-(4-(benzylcarbamoyl)-1H-1,2,3-triazol-1-yl)-4-methylthiazole-5-carboxamide). The yield is 8.0%. As a reaction SMILES: [CH2:1]([NH:8][C:9]([C:11]1[S:15][C:14]([N:16]2[CH:20]=[C:19]([C:21]([OH:23])=O)[N:18]=[N:17]2)=[N:13][C:12]=1[CH3:24])=[O:10])[C:2]1[CH:7]=[CH:6][CH:5]=[CH:4][CH:3]=1.ON1C2C=CC=CC=2N=N1.CN(C)CCCN=C=NCC.C(N(CC)C(C)C)(C)C.[CH2:55]([NH2:62])[C:56]1[CH:61]=[CH:60][CH:59]=[CH:58][CH:57]=1>CN(C)C=O.ClCCl>[CH2:1]([NH:8][C:9]([C:11]1[S:15][C:14]([N:16]2[CH:20]=[C:19]([C:21](=[O:23])[NH:62][CH2:55][C:56]3[CH:61]=[CH:60][CH:59]=[CH:58][CH:57]=3)[N:18]=[N:17]2)=[N:13][C:12]=1[CH3:24])=[O:10])[C:2]1[CH:3]=[CH:4][CH:5]=[CH:6][CH:7]=1. Reported procedure: To a solution of 1-(5-(benzylcarbamoyl)-4-methylthiazol-2-yl)-1H-1,2,3-triazole-4-carboxylic acid (0.25 g, 0.73 mmol) in anhydrous N,N-dimethylformamide (10 mL) was added 1-hydroxybenzotriazole (0.12 g, 0.87 mmol), N-(3-dimethylaminopropyl)-N′-ethylcarbodiimide (0.17 g, 0.87 mmol), N,N-diisopropylethylamine (0.38 mL, 2.19 mmol) and benzylamine (0.095 mL, 0.87 mmol). The reaction mixture was stirred at ambient temperature for 18 hours, diluted with dichloromethane (30 mL) and washed with saturate... Starting materials: CC(=O)O[BH-](OC(C)=O)OC(C)=O, CCN(C(C)C)C(C)C, ClCCl, O=C(O)C(F)(F)F, Cn1c(=O)c2ccc(F)cc2n(CCN2CCC(N)CC2)c1=O, [Na+], O=Cc1ccc2c(n1)NC(=O)CO2, O. The product is Cn1c(=O)c2ccc(F)cc2n(CCN2CCC(NCc3ccc4c(n3)NC(=O)CO4)CC2)c1=O. Reaction SMILES: [C:53]([O:54][BH-:55]([O:56][C:57](=[O:58])[CH3:59])[O:60][C:61](=[O:62])[CH3:63])(=[O:64])[CH3:65].[CH:31]([N:32]([CH2:33][CH3:34])[CH:35]([CH3:36])[CH3:37])([CH3:38])[CH3:39].[Cl:67][CH2:68][Cl:69].[F:1][C:2]([F:3])([F:4])[C:5]([OH:6])=[O:7].[NH2:8][CH:9]1[CH2:10][CH2:11][N:12]([CH2:15][CH2:16][n:17]2[c:18](=[O:30])[n:19]([CH3:29])[c:20](=[O:28])[c:21]3[cH:22][cH:23][c:24]([F:27])[cH:25][c:26]23)[CH2:13][CH2:14]1.[Na+:66].[O:40]=[C:41]1[NH:42][c:43]2[c:44]([cH:47][cH:48][c:49]([CH:51]=[O:52])[n:50]2)[O:45][CH2:46]1.[OH2:70]>>[NH:8]([CH:9]1[CH2:10][CH2:11][N:12]([CH2:15][CH2:16][n:17]2[c:18](=[O:30])[n:19]([CH3:29])[c:20](=[O:28])[c:21]3[cH:22][cH:23][c:24]([F:27])[cH:25][c:26]23)[CH2:13][CH2:14]1)[CH2:51][c:49]1[cH:48][cH:47][c:44]2[c:43]([n:50]1)[NH:42][C:41](=[O:40])[CH2:46][O:45]2.